From a dataset of the Open Reaction Database (ORD), a public repository of structured organic reaction records. describe an organic reaction: reactants, conditions, products, and yield Reactants: C(C)(=O)O[C@H]1C([C@@](N(C1)C(=O)OC(C)(C)C)(C(C)(C)C)CO[SiH3])(C1=CC=CC=C1)C1=CC=CC=C1 ((2S,4S)-4-acetoxy-1-tert-butoxycarbonyl-2-tert-butyldiphenyl silyloxy methypyrrolidine), C(C)(=O)O (acetic acid), CCCC[N+](CCCC)(CCCC)CCCC.[F-] (TBAF). The solvent is C1CCOC1 (THF). Conditions: time 24 hour. Product: C(C)(=O)O[C@H]1C[C@H](N(C1)C(=O)OC(C)(C)C)CO ((2S,4S)-4-acetoxy-1-tert-butoxycarbonyl-2-pyrrolidinemethanol). Isolated yield 79.8%. Reaction SMILES: [C:1]([O:4][C@@H:5]1[CH2:9][N:8]([C:10]([O:12][C:13]([CH3:16])([CH3:15])[CH3:14])=[O:11])[C@@:7]([CH2:21][O:22][SiH3])(C(C)(C)C)[C:6]1(C1C=CC=CC=1)C1C=CC=CC=1)(=[O:3])[CH3:2].C(O)(=O)C.CCCC[N+](CCCC)(CCCC)CCCC.[F-]>C1COCC1>[C:1]([O:4][C@@H:5]1[CH2:9][N:8]([C:10]([O:12][C:13]([CH3:15])([CH3:14])[CH3:16])=[O:11])[C@H:7]([CH2:21][OH:22])[CH2:6]1)(=[O:3])[CH3:2] |f:2.3|. Reported procedure: To a stirred mixture of (2S,4S)-4-acetoxy-1-tert-butoxycarbonyl-2-tert-butyldiphenyl silyloxy methypyrrolidine (23.3 g, 46.9 mmol) and acetic acid (6.0 ml, 104.8 mmol) in THF (470 ml) was added TBAF (93.8 ml, 93.8 mmol) at 0° C. After 24 h stirring, the mixture was concentrated in vacuo. The resulting residue was diluted with EtOAC and aq. NH4Cl and extracted with EtOAc. The combined extracts were washed with brine, which were dried over Na2SO4 and concentrated in vacuo. The residue was chromato... Reactants: Formula 3A, OC1=CC=C(C=O)C=C1 (4-hydroxybenzaldehyde), S1C(NC(C1)=O)=O (thiazolidine-2,4-dione). Yields the product OC1=CC=C(\C=C\2/C(NC(S2)=O)=O)C=C1 ((E)-5-(4-hydroxybenzylidene)thiazolidine-2,4-dione). Reaction SMILES: [OH:1][C:2]1[CH:9]=[CH:8][C:5]([CH:6]=O)=[CH:4][CH:3]=1.[S:10]1[CH2:14][C:13](=[O:15])[NH:12][C:11]1=[O:16]>>[OH:1][C:2]1[CH:9]=[CH:8][C:5](/[CH:6]=[C:14]2\[C:13](=[O:15])[NH:12][C:11](=[O:16])[S:10]\2)=[CH:4][CH:3]=1. Procedure details: A compounds of Formula 3A can be synthesized according to Scheme 1A, wherein 4-hydroxybenzaldehyde is condensed with thiazolidine-2,4-dione under Knoevenagel conditions to produce (E)-5-(4-hydroxybenzylidene)thiazolidine-2,4-dione. This intermediate can then be reduced to the compound of Formula 3A by, for example, hydrogenation. Reactants: C(C1=CC=CC=C1)SC=1C=C2C(=CN=C(C2=CC1)Cl)OC (6-(benzylthio)-1-chloro-4-methoxyisoquinoline), B(Br)(Br)Br (Boron tribromide). Solvent: C(Cl)Cl (DCM). Run at temperature 0 celsius, time 30 minute. The product is C(C1=CC=CC=C1)SC=1C=C2C(=CN=C(C2=CC1)Cl)O (6-(benzylthio)-1-chloroisoquinolin-4-ol). RXN SMILES: [CH2:1]([S:8][C:9]1[CH:10]=[C:11]2[C:16](=[CH:17][CH:18]=1)[C:15]([Cl:19])=[N:14][CH:13]=[C:12]2[O:20]C)[C:2]1[CH:7]=[CH:6][CH:5]=[CH:4][CH:3]=1.B(Br)(Br)Br>C(Cl)Cl>[CH2:1]([S:8][C:9]1[CH:10]=[C:11]2[C:16](=[CH:17][CH:18]=1)[C:15]([Cl:19])=[N:14][CH:13]=[C:12]2[OH:20])[C:2]1[CH:7]=[CH:6][CH:5]=[CH:4][CH:3]=1. Procedure: 6-(benzylthio)-1-chloro-4-methoxyisoquinoline (Intermediate VVV; 0.400 g, 1.267 mmol) was dissolved in DCM (12.67 ml) and cooled to 0° C. Boron tribromide (0.487 ml, 5.06 mmol) was added and the reaction was stirred for 30 minutes, then warmed to room temperature and stirred overnight. The reaction was cooled to 0° C. and carefully quenched with saturated sodium bicarbonate solution. The reaction was diluted with ethyl acetate and the layers were separated. The aqueous layer was extracted with e... Reactants: CC1COCCN1c1cc(CS(C)(=O)=O)nc(-c2ccc(NC(=O)OC(C)(C)C)cc2)n1, CO, Cl, C1COCCO1. Yields the product CC1COCCN1c1cc(CS(C)(=O)=O)nc(-c2ccc(N)cc2)n1. RXN SMILES: [CH3:1][CH:2]1[CH2:3][O:4][CH2:5][CH2:6][N:7]1[c:8]1[n:9][c:10](-[c:19]2[cH:20][cH:21][c:22]([NH:25][C:26](=[O:27])[O:28][C:29]([CH3:30])([CH3:31])[CH3:32])[cH:23][cH:24]2)[n:11][c:12]([CH2:14][S:15](=[O:16])(=[O:17])[CH3:18])[cH:13]1.[CH3:34][OH:35].[ClH:33].[O:36]1[CH2:37][CH2:38][O:39][CH2:40][CH2:41]1>>[CH3:1][CH:2]1[CH2:3][O:4][CH2:5][CH2:6][N:7]1[c:8]1[n:9][c:10](-[c:19]2[cH:20][cH:21][c:22]([NH2:25])[cH:23][cH:24]2)[n:11][c:12]([CH2:14][S:15](=[O:16])(=[O:17])[CH3:18])[cH:13]1. Reactants: C(C)OC(=O)C1=CC2=C(N(C(=N2)C=2C=C3C=CC(=NC3=CC2)C(NC(C)C(N)=O)=O)C2CCCCC2)C=C1 (2-[2-(1-Carbamoylethylcarbamoyl)quinolin-6-yl]-1-cyclohexyl-1H-benzimidazole-5-carboxylic acid ethyl ester), N[C@@H](CO)C(=O)N (L-serinamide), C(N)(=O)C(C)NC(=O)C1=NC2=CC=C(C=C2C=C1)C1=NC2=C(N1C1CCCCC1)C=CC(=C2)C(=O)O (2-[2-(1-Carbamoylethylcarbamoyl)quinolin-6-yl]-1-cyclohexyl-1H-benzimidazole-5-carboxylic acid). Product: C(N)(=O)C(CO)NC(=O)C1=NC2=CC=C(C=C2C=C1)C1=NC2=C(N1C1CCCCC1)C=CC(=C2)C(=O)O (2-[2-(1-Carbamoyl-2-hydroxyethylcarbamoyl)quinolin-6-yl]-1-cyclohexyl-1H-benzimidazole-5-carboxylic acid). As a reaction SMILES: C([O:3][C:4]([C:6]1[CH:38]=[CH:37][C:9]2[N:10]([CH:31]3[CH2:36][CH2:35][CH2:34][CH2:33][CH2:32]3)[C:11]([C:13]3[CH:14]=[C:15]4[C:20](=[CH:21][CH:22]=3)[N:19]=[C:18]([C:23](=[O:30])[NH:24][CH:25]([C:27](=[O:29])[NH2:28])[CH3:26])[CH:17]=[CH:16]4)=[N:12][C:8]=2[CH:7]=1)=[O:5])C.N[C@H](C(N)=O)C[OH:42].C(C(NC(C1C=CC2C(=CC=C(C3N(C4CCCCC4)C4C=CC(C(O)=O)=CC=4N=3)C=2)N=1)=O)C)(=O)N>>[C:27]([CH:25]([NH:24][C:23]([C:18]1[CH:17]=[CH:16][C:15]2[C:20](=[CH:21][CH:22]=[C:13]([C:11]3[N:10]([CH:31]4[CH2:36][CH2:35][CH2:34][CH2:33][CH2:32]4)[C:9]4[CH:37]=[CH:38][C:6]([C:4]([OH:3])=[O:5])=[CH:7][C:8]=4[N:12]=3)[CH:14]=2)[N:19]=1)=[O:30])[CH2:26][OH:42])(=[O:29])[NH2:28]. Procedure: The title compound (5 mg yield) was prepared as described for Compound 497a using L-serinamide in place of L-alaninamide and hydrolyzed as described for Compound 497. RXN SMILES: [C:54].[CH2:1]([c:2]1[cH:3][cH:4][cH:5][cH:6][cH:7]1)[O:8][c:9]1[c:10]([C:11](=[O:12])[NH:13][c:14]2[c:15]([C:16](=[O:17])[O:18][C:19]([CH3:20])([CH3:21])[CH3:22])[cH:23][cH:24][c:25](-[c:27]3[cH:28][cH:29][cH:30][cH:31][cH:32]3)[cH:26]2)[cH:33][c:34]([O:37][CH2:38][CH2:39][CH2:40][N:41]2[CH2:42][CH2:43][N:44]([CH3:47])[CH2:45][CH2:46]2)[cH:35][cH:36]1.[CH3:48][OH:49].[CH:50]([Cl:51])([Cl:52])[Cl:53].[Pd:55]>>[OH:8][c:9]1[c:10]([C:11](=[O:12])[NH:13][c:14]2[c:15]([C:16](=[O:17])[O:18][C:19]([CH3:20])([CH3:21])[CH3:22])[cH:23][cH:24][c:25](-[c:27]3[cH:28][cH:29][cH:30][cH:31][cH:32]3)[cH:26]2)[cH:33][c:34]([O:37][CH2:38][CH2:39][CH2:40][N:41]2[CH2:42][CH2:43][N:44]([CH3:47])[CH2:45][CH2:46]2)[cH:35][cH:36]1. Starting materials: C, CN1CCN(CCCOc2ccc(OCc3ccccc3)c(C(=O)Nc3cc(-c4ccccc4)ccc3C(=O)OC(C)(C)C)c2)CC1, CO, ClC(Cl)Cl, [Pd]. The product is CN1CCN(CCCOc2ccc(O)c(C(=O)Nc3cc(-c4ccccc4)ccc3C(=O)OC(C)(C)C)c2)CC1. The reactants are CO, CC(SC1COC(c2ccccc2)OC1)C(O)(Cn1cncn1)c1ccc(F)cc1F, [Na+], O=C([O-])O. Yields the product CC(SC(CO)CO)C(O)(Cn1cncn1)c1ccc(F)cc1F. RXN SMILES: [CH3:37][OH:38].[F:1][c:2]1[c:3]([C:9]([CH2:10][n:11]2[n:12][cH:13][n:14][cH:15]2)([CH:16]([CH3:17])[S:18][CH:19]2[CH2:20][O:21][CH:22]([c:25]3[cH:26][cH:27][cH:28][cH:29][cH:30]3)[O:23][CH2:24]2)[OH:31])[cH:4][cH:5][c:6]([F:8])[cH:7]1.[Na+:36].[O-:32][C:33]([OH:34])=[O:35]>>[F:1][c:2]1[c:3]([C:9]([CH2:10][n:11]2[n:12][cH:13][n:14][cH:15]2)([CH:16]([CH3:17])[S:18][CH:19]([CH2:20][OH:21])[CH2:24][OH:23])[OH:31])[cH:4][cH:5][c:6]([F:8])[cH:7]1. The reactants are CCOCC (ether), [OH-].[Na+] (sodium hydroxide), C1(=CC=CC=C1)C1CCC(CC1)=O (4-phenylcyclohexanone). The reagents and catalysts are [CH3-].C[Al+]C.[CH-]1C=CC=C1.[CH-]1C=CC=C1.[Cl-].[Ti+3] (μ-Chloro-μ-methylene[bis(cyclopentadienyl)titanium]dimethylaluminum). Run in C1CCOC1 (THF). Run at temperature 25 celsius, time 15 minute. The product is C1(=CC=CC=C1)C1CCC(CC1)=C (4-phenyl-1-methylenecyclohexane). Isolated yield 61.0%. RXN SMILES: [C:1]1([CH:7]2[CH2:12][CH2:11][C:10](=O)[CH2:9][CH2:8]2)[CH:6]=[CH:5][CH:4]=[CH:3][CH:2]=1.[CH3:14]COCC.[OH-].[Na+]>C1COCC1.[CH3-].C[Al+]C.[CH-]1C=CC=C1.[CH-]1C=CC=C1.[Cl-].[Ti+3]>[C:1]1([CH:7]2[CH2:12][CH2:11][C:10](=[CH2:14])[CH2:9][CH2:8]2)[CH:6]=[CH:5][CH:4]=[CH:3][CH:2]=1 |f:2.3,5.6.7.8.9.10|. Reported procedure: μ-Chloro-μ-methylene[bis(cyclopentadienyl)titanium]dimethylaluminum (172 mL, 0.086 mol, 0.5 M in toluene) is added dropwise to a solution of 4-phenylcyclohexanone (15.0 g, 0.086 mol) in THF (100 mL) at 0° C. The mixture is allowed to come to 25° C. After 15 min., ether (100 mL) is added followed by dropwise addition of 0.1 M sodium hydroxide (120 mL). The mixture is stirred an 25° C. for 18 h, filtered, and the filtrate is dried over sodium sulfate and concentrated in vacuo . The residue is puri... Starting materials: O=CC1CCCOC1, Cl, NO, [Na+], [OH-]. The product is ON=CC1CCCOC1. RXN SMILES: [CH:1](=[O:2])[CH:3]1[CH2:4][O:5][CH2:6][CH2:7][CH2:8]1.[ClH:9].[NH2:10][OH:11].[Na+:13].[OH-:12]>>[CH:1]([CH:3]1[CH2:4][O:5][CH2:6][CH2:7][CH2:8]1)=[N:10][OH:11]. Reactants: Cc1cc(Br)c(O)c(C=O)c1, Cc1ccccc1, [K+], [K+], O=C([O-])[O-], OB(O)c1ccccc1, c1ccc(P(c2ccccc2)(c2ccccc2)[Pd](P(c2ccccc2)(c2ccccc2)c2ccccc2)(P(c2ccccc2)(c2ccccc2)c2ccccc2)P(c2ccccc2)(c2ccccc2)c2ccccc2)cc1. Product: Cc1cc(C=O)c(O)c(-c2ccccc2)c1. Reaction SMILES: [Br:1][c:2]1[c:3]([OH:11])[c:4]([CH:5]=[O:6])[cH:7][c:8]([CH3:10])[cH:9]1.[CH3:21][c:22]1[cH:23][cH:24][cH:25][cH:26][cH:27]1.[K+:28].[K+:29].[O-:30][C:31]([O-:32])=[O:33].[c:12]1([B:18]([OH:19])[OH:20])[cH:13][cH:14][cH:15][cH:16][cH:17]1.[cH:34]1[cH:35][cH:36][c:37]([P:38]([Pd:39]([P:40]([c:41]2[cH:42][cH:43][cH:44][cH:45][cH:46]2)([c:47]2[cH:48][cH:49][cH:50][cH:51][cH:52]2)[c:53]2[cH:54][cH:55][cH:56][cH:57][cH:58]2)([P:59]([c:60]2[cH:61][cH:62][cH:63][cH:64][cH:65]2)([c:66]2[cH:67][cH:68][cH:69][cH:70][cH:71]2)[c:72]2[cH:73][cH:74][cH:75][cH:76][cH:77]2)[P:78]([c:79]2[cH:80][cH:81][cH:82][cH:83][cH:84]2)([c:85]2[cH:86][cH:87][cH:88][cH:89][cH:90]2)[c:91]2[cH:92][cH:93][cH:94][cH:95][cH:96]2)([c:97]2[cH:98][cH:99][cH:100][cH:101][cH:102]2)[c:103]2[cH:104][cH:105][cH:106][cH:107][cH:108]2)[cH:109][cH:110]1>>[c:2]1(-[c:12]2[cH:13][cH:14][cH:15][cH:16][cH:17]2)[c:3]([OH:11])[c:4]([CH:5]=[O:6])[cH:7][c:8]([CH3:10])[cH:9]1.